This data is from the Open Reaction Database (ORD), a public repository of structured organic reaction records. The task is: describe an organic reaction: reactants, conditions, products, and yield Starting materials: C1CC(N2C(CCC3=C2C1=CC=C3)=O)=O (1,2,6,7-tetrahydro-3H,5H-benzo[ij]-quinolizine-3,5-dione), Cl (hydrochloric acid), C1(=CC=CC=C1)CO (phenylmethanol). The product is C1(=CC=CC=C1)COC(CCC=1C=CC=C2CCC(NC12)=O)=O (1,2,3,4-tetrahydro-2-oxo-8-quinoline propanoic acid phenylmethyl ester). Reaction SMILES: [CH2:1]1[C:10]2=[CH:11][CH:12]=[CH:13][C:8]3=[C:9]2[N:4]([C:5](=[O:14])[CH2:6][CH2:7]3)[C:3](=[O:15])[CH2:2]1.Cl.[C:17]1([CH2:23][OH:24])[CH:22]=[CH:21][CH:20]=[CH:19][CH:18]=1>>[C:17]1([CH2:23][O:24][C:3](=[O:15])[CH2:2][CH2:1][C:10]2[CH:11]=[CH:12][CH:13]=[C:8]3[C:9]=2[NH:4][C:5](=[O:14])[CH2:6][CH2:7]3)[CH:22]=[CH:21][CH:20]=[CH:19][CH:18]=1. Procedure: A solution of 1,2,6,7-tetrahydro-3H,5H-benzo[ij]-quinolizine-3,5-dione (20.1 g, 0.1 mole) in phenylmethanol (200 ml) is treated with a drop of concentrated hydrochloric acid. The mixture is refluxed 24 hours (or until the starting dione can no longer be detected by thin layer chromatography). The solution is cooled and concentrated at reduced pressure. The product is purified by flash chromatography to yield 1,2,3,4-tetrahydro-2-oxo-8-quinoline propanoic acid phenylmethyl ester. Reaction conditions: time 1 hour. Reactants: diazomethane-ether, [N+](=O)([O-])C1=CC=C(C=C1)C=1OC2=C(C1)C=CC=C2C(=O)O (2-(4-nitrophenyl)benzofuran-7-carboxylic acid), O1CCCC1 (tetrahydrofuran). As a reaction SMILES: [N+:1]([C:4]1[CH:9]=[CH:8][C:7]([C:10]2[O:11][C:12]3[C:18]([C:19]([OH:21])=[O:20])=[CH:17][CH:16]=[CH:15][C:13]=3[CH:14]=2)=[CH:6][CH:5]=1)([O-:3])=[O:2].O1CCC[CH2:23]1>>[N+:1]([C:4]1[CH:9]=[CH:8][C:7]([C:10]2[O:11][C:12]3[C:18]([C:19]([O:21][CH3:23])=[O:20])=[CH:17][CH:16]=[CH:15][C:13]=3[CH:14]=2)=[CH:6][CH:5]=1)([O-:3])=[O:2]. The product is [N+](=O)([O-])C1=CC=C(C=C1)C=1OC2=C(C1)C=CC=C2C(=O)OC (methyl 2-(4-nitrophenyl)benzofuran-7-carboxylate). Reported procedure: A diazomethane-ether solution (prepared from 5.0 g of nitrosomethylurea) is added to a solution of 6.0 g of 2-(4-nitrophenyl)benzofuran-7-carboxylic acid in 60 ml of tetrahydrofuran and the mixture is stirred at room temperature for 1 hour. The reaction mixture is evaporated to remove solvent and the residue is dissolved in ethyl acetate. The solution is washed with water, dried and evaporated to remove solvent. The residue is washed with ethyl acetate and dried to give 3.82 g of methyl 2-(4-nit... Starting materials: NC1=C(C=CC=C1)NC(C1=C(C=CC(=C1)N1CCN(CC1)CCN(C)C)Cl)=O (N-(2-amino-phenyl)-2-chloro-5-[4-(2-dimethylamino-ethyl)-piperazin-1-yl]-benzamide). Run in C(C)(=O)O (acetic acid). Product: N1C(=NC2=C1C=CC=C2)C=2C=C(C=CC2Cl)N2CCN(CC2)CCN(C)C ((2-{4-[3-(1H-Benzoimidazol-2-yl)-4-chloro-phenyl]-piperazin-1-yl}-ethyl)-dimethyl-amine). Isolated yield 74.8%. Reaction SMILES: [NH2:1][C:2]1[CH:7]=[CH:6][CH:5]=[CH:4][C:3]=1[NH:8][C:9](=O)[C:10]1[CH:15]=[C:14]([N:16]2[CH2:21][CH2:20][N:19]([CH2:22][CH2:23][N:24]([CH3:26])[CH3:25])[CH2:18][CH2:17]2)[CH:13]=[CH:12][C:11]=1[Cl:27]>C(O)(=O)C>[NH:8]1[C:3]2[CH:4]=[CH:5][CH:6]=[CH:7][C:2]=2[N:1]=[C:9]1[C:10]1[CH:15]=[C:14]([N:16]2[CH2:21][CH2:20][N:19]([CH2:22][CH2:23][N:24]([CH3:26])[CH3:25])[CH2:18][CH2:17]2)[CH:13]=[CH:12][C:11]=1[Cl:27]. Procedure details: A solution of N-(2-amino-phenyl)-2-chloro-5-[4-(2-dimethylamino-ethyl)-piperazin-1-yl]-benzamide (0.35 g, 0.87 mmol) in acetic acid (15 mL) was heated for 7 h at 85° C., then solvent was removed under reduced pressure and the residue triturated with Et2O to obtain 0.25 g (75%) of the title compound as a solid without further purification. The reactants are C1(=CC=CC=C1)S(=O)(=O)C1=CC=C(N)C=C1 (4-benzenesulphonylaniline), ClC=1C2=C(N=CN1)C=NC(=C2)Cl (4,6-dichloropyrido[3,4-d]pyrimidine). Product: C1(=CC=CC=C1)S(=O)(=O)C1=CC=C(C=C1)NC=1C2=C(N=CN1)C=NC(=C2)Cl ((4-Benzenesulphonyl-phenyl)-(6-chloro-pyrido[3,4-d]pyrimidin-4-yl)-amine). Reaction SMILES: [C:1]1([S:7]([C:10]2[CH:16]=[CH:15][C:13]([NH2:14])=[CH:12][CH:11]=2)(=[O:9])=[O:8])[CH:6]=[CH:5][CH:4]=[CH:3][CH:2]=1.Cl[C:18]1[C:19]2[CH:27]=[C:26]([Cl:28])[N:25]=[CH:24][C:20]=2[N:21]=[CH:22][N:23]=1>>[C:1]1([S:7]([C:10]2[CH:16]=[CH:15][C:13]([NH:14][C:18]3[C:19]4[CH:27]=[C:26]([Cl:28])[N:25]=[CH:24][C:20]=4[N:21]=[CH:22][N:23]=3)=[CH:12][CH:11]=2)(=[O:8])=[O:9])[CH:6]=[CH:5][CH:4]=[CH:3][CH:2]=1. Reported procedure: Prepared according to Procedure A from 4-benzenesulphonylaniline (Helv. Chim. Acta., 1983, 66 (4), 1046) and 4,6-dichloropyrido[3,4-d]pyrimidine; δH [2H6]-DMSO 9.09 (1H, s), 8.80-8.88 (2H, m), 8.19 (2H, d), 7.94-8.09 (4H, m), 7.53-7.20 (3H, m); m/z (M+1)+397. Starting materials: [H-].[Na+] (sodium hydride), C(C#C)Br (propargyl bromide), ClC=1C(=NC=CC1NC(CC1=CC=C(C=C1)OC1=NC=C(C=C1)C(F)(F)F)=O)CC (N-(3-chloro-2-ethylpyridin-4-yl)-4-[(5-trifluoromethylpyridin-2-yl)oxy]phenylacetamide), 10.3, C(C#C)Br (propargyl bromide), ice water. Run in CN(C(C)=O)C (N,N-dimethylacetamide). The product is ClC=1C(=NC=CC1N(C(CC1=CC=C(C=C1)OC1=NC=C(C=C1)C(F)(F)F)=O)CC#C)CC (N-(3-chloro-2-ethylpyridin-4-yl)-N-propargyl-4-[(5-trifluoromethylpyridin-2-yl)oxy]phenylacetamide). Reaction SMILES: [Cl:1][C:2]1[C:3]([CH2:29][CH3:30])=[N:4][CH:5]=[CH:6][C:7]=1[NH:8][C:9](=[O:28])[CH2:10][C:11]1[CH:16]=[CH:15][C:14]([O:17][C:18]2[CH:23]=[CH:22][C:21]([C:24]([F:27])([F:26])[F:25])=[CH:20][N:19]=2)=[CH:13][CH:12]=1.[H-].[Na+].[CH2:33](Br)[C:34]#[CH:35]>CN(C)C(=O)C>[Cl:1][C:2]1[C:3]([CH2:29][CH3:30])=[N:4][CH:5]=[CH:6][C:7]=1[N:8]([CH2:35][C:34]#[CH:33])[C:9](=[O:28])[CH2:10][C:11]1[CH:12]=[CH:13][C:14]([O:17][C:18]2[CH:23]=[CH:22][C:21]([C:24]([F:25])([F:26])[F:27])=[CH:20][N:19]=2)=[CH:15][CH:16]=1 |f:1.2|. Reported procedure: 1.0 g (2.3 mmol) of N-(3-chloro-2-ethylpyridin-4-yl)-4-[(5-trifluoromethylpyridin-2-yl)oxy]phenylacetamide was dissolved in 5 ml of N,N-dimethylacetamide, and the solution was stirred at room temperature. Then, 0.067 g (2.8 mmol) of sodium hydride was gradually added thereto, and the mixture was further stirred for one hour at room temperature. Then, 10.3 (2.5 mmol) of propargyl bromide was added thereto, and the mixture was stirred for one hour at room temperature. Then, 0.3 g (2.5 mmol) of pro... The reactants are C#Cc1ccc(OC)cc1, Cc1ccc(S(=O)(=O)Oc2cc(C)ncn2)cc1, CCCCCCC, CCOC(C)=O. Yields the product COc1ccc(C#Cc2cc(C)ncn2)cc1. Reaction SMILES: [C:19](#[CH:20])[c:21]1[cH:22][cH:23][c:24]([O:27][CH3:28])[cH:25][cH:26]1.[CH3:1][c:2]1[cH:3][c:4]([O:8][S:9]([c:10]2[cH:11][cH:12][c:13]([CH3:14])[cH:15][cH:16]2)(=[O:17])=[O:18])[n:5][cH:6][n:7]1.[CH3:29][CH2:30][CH2:31][CH2:32][CH2:33][CH2:34][CH3:35].[CH3:36][CH2:37][O:38][C:39]([CH3:40])=[O:41]>>[CH3:1][c:2]1[cH:3][c:4]([C:20]#[C:19][c:21]2[cH:22][cH:23][c:24]([O:27][CH3:28])[cH:25][cH:26]2)[n:5][cH:6][n:7]1. Reactants: ClC1=CC(=C(C=C1OC)N1N=C(NC1=O)C(F)F)F (1-(4-chloro-2-fluoro-5-methoxyphenyl)-3-difluoromethyl-4,5-dihydro-1,2,4-triazol-5(1H)-one), C([O-])([O-])=O.[K+].[K+] (potassium carbonate), IC (Iodomethane). Run in CC(=O)C (acetone). Product: ClC1=CC(=C(C=C1OC)N1N=C(N(C1=O)C)C(F)F)F (1-(4-chloro-2-fluoro-5-methoxyphenyl)-3-difluoromethyl-4,5-dihydro-4-methyl-1,2,4-triazol-5(1H)-one). Isolated yield 77.6%. RXN SMILES: [Cl:1][C:2]1[C:7]([O:8][CH3:9])=[CH:6][C:5]([N:10]2[C:14](=[O:15])[NH:13][C:12]([CH:16]([F:18])[F:17])=[N:11]2)=[C:4]([F:19])[CH:3]=1.[C:20](=O)([O-])[O-].[K+].[K+].IC>CC(C)=O>[Cl:1][C:2]1[C:7]([O:8][CH3:9])=[CH:6][C:5]([N:10]2[C:14](=[O:15])[N:13]([CH3:20])[C:12]([CH:16]([F:17])[F:18])=[N:11]2)=[C:4]([F:19])[CH:3]=1 |f:1.2.3|. Procedure details: A stirred mixture of 2.0 g (0.0067 mole) of 1-(4-chloro-2-fluoro-5-methoxyphenyl)-3-difluoromethyl-4,5-dihydro-1,2,4-triazol-5(1H)-one and 2.1 g (0.015 mole) of potassium carbonate in 50 mL of acetone was heated at reflux for 30 minutes forming a thick slurry. Iodomethane (4.3 g, 0.03 mole) was added in one portion to the refluxing reaction mixture. After complete addition the mixture was stirred at reflux for 45 minutes. The mixture was cooled to room temperature and the solvent evaporated unde...